From a dataset of the Open Reaction Database (ORD), a public repository of structured organic reaction records. describe an organic reaction: reactants, conditions, products, and yield Starting materials: O=C(O)Cc1ccc(CBr)cc1, O=C([O-])[O-], Cc1cnc2c(C(F)(F)F)cccc2c1-c1cccc(O)c1, ClCCl, [Cs+], [Cs+]. Yields the product Cc1cnc2c(C(F)(F)F)cccc2c1-c1cccc(OCc2ccc(CC(=O)O)cc2)c1. As a reaction SMILES: [Br:23][CH2:24][c:25]1[cH:26][cH:27][c:28]([CH2:31][C:32](=[O:33])[OH:34])[cH:29][cH:30]1.[C:35](=[O:36])([O-:37])[O-:38].[CH3:1][c:2]1[cH:3][n:4][c:5]2[c:6]([C:19]([F:20])([F:21])[F:22])[cH:7][cH:8][cH:9][c:10]2[c:11]1-[c:12]1[cH:13][c:14]([OH:18])[cH:15][cH:16][cH:17]1.[Cl:41][CH2:42][Cl:43].[Cs+:39].[Cs+:40]>>[CH3:1][c:2]1[cH:3][n:4][c:5]2[c:6]([C:19]([F:20])([F:21])[F:22])[cH:7][cH:8][cH:9][c:10]2[c:11]1-[c:12]1[cH:13][c:14]([O:18][CH2:24][c:25]2[cH:26][cH:27][c:28]([CH2:31][C:32](=[O:33])[OH:34])[cH:29][cH:30]2)[cH:15][cH:16][cH:17]1.